Task: describe an organic reaction: reactants, conditions, products, and yield. Dataset: the Open Reaction Database (ORD), a public repository of structured organic reaction records The reactants are C(C)(=O)NCC1CN(CCOC1C1=CC(=C(C=C1)Cl)Cl)C(=O)OC(C)(C)C (tert-butyl (6RS,7RS)-6-[(acetylamino)methyl]-7-(3,4-dichlorophenyl)-1,4-oxazepane-4-carboxylate), C(C)(=O)OCC.Cl (hydrogen chloride-ethyl acetate). The solvent is C(C)(=O)OCC (ethyl acetate). Reaction conditions: time 2 hour. Yields the product Cl.ClC=1C=C(C=CC1Cl)C1C(CNCCO1)CNC(C)=O (N-{[(6RS,7SR)-7-(3,4-dichlorophenyl)-1,4-oxazepan-6-yl]methyl}acetamide monohydrochloride). Isolated yield 136.8%. Reaction SMILES: [C:1]([NH:4][CH2:5][CH:6]1[CH:12]([C:13]2[CH:18]=[CH:17][C:16]([Cl:19])=[C:15]([Cl:20])[CH:14]=2)[O:11][CH2:10][CH2:9][N:8](C(OC(C)(C)C)=O)[CH2:7]1)(=[O:3])[CH3:2].C(OCC)(=O)C.Cl>C(OCC)(=O)C>[ClH:19].[Cl:20][C:15]1[CH:14]=[C:13]([CH:12]2[O:11][CH2:10][CH2:9][NH:8][CH2:7][CH:6]2[CH2:5][NH:4][C:1](=[O:3])[CH3:2])[CH:18]=[CH:17][C:16]=1[Cl:19] |f:1.2,4.5|. Procedure details: To a solution of tert-butyl (6RS,7RS)-6-[(acetylamino)methyl]-7-(3,4-dichlorophenyl)-1,4-oxazepane-4-carboxylate (176 mg) in ethyl acetate (0.5 mL) was added 4 N hydrogen chloride-ethyl acetate solution (3 mL), and the mixture was stirred at room temperature for 2 hr. The crystals obtained by concentration under reduced pressure were recrystallized from ethanol-water to give the title compound (102 mg). Reactants: [Na] (sodium), Cl (hydrochloric acid), CC1(OCCO1)CC(C)=O (2-methyl-2-(2-oxopropyl)-1,3-dioxolane), C(C(=O)OCC)(=O)OCC (diethyl oxalate), [O-]CC.[Na+] (sodium ethoxide). Solvent: O (water), C(C)O (ethanol), C(C)O (ethanol). Run at time 5 hour. Yields the product CC1=CC(C=C(O1)C(=O)OCC)=O (ethyl 6-methyl-4-oxo-4H-pyran-2-carboxylate). As a reaction SMILES: [CH3:1][C:2]1([CH2:7][C:8](=[O:10])[CH3:9])[O:6][CH2:5][CH2:4][O:3]1.[C:11](OCC)(=O)[C:12](OCC)=[O:13].[O-]CC.[Na+].[Na].Cl>C(O)C.O>[CH3:1][C:2]1[O:6][C:5]([C:4]([O:13][CH2:12][CH3:11])=[O:3])=[CH:9][C:8](=[O:10])[CH:7]=1 |f:2.3,^1:24|. Reported procedure: A solution of 2-methyl-2-(2-oxopropyl)-1,3-dioxolane (49 g) and diethyl oxalate (55 ml) in ethanol (50 ml) was added over 30 minutes to a stirred, cooled, solution of sodium ethoxide prepared by dissolving sodium (9.4 g) in ethanol (150 ml). The solution was stirred for 5 hours at room temperature and then acidified with 5M hydrochloric acid (200 ml) and then stirred for a further hour. The mixture was diluted with water (800 ml) and extracted with ethyl acetate, the extract was dried and evapor... Reactants: O=C(n1ccnc1)n1ccnc1, CCN(CC)CCNC(C)C, C1CCOC1, NCCS(=O)(=O)c1ccccc1. The product is CCN(CC)CCN(C(=O)NCCS(=O)(=O)c1ccccc1)C(C)C. Reaction SMILES: [C:13](=[O:14])([n:15]1[cH:16][cH:17][n:18][cH:19]1)[n:20]1[cH:21][cH:22][n:23][cH:24]1.[CH2:25]([CH3:26])[N:27]([CH2:28][CH2:29][NH:30][CH:31]([CH3:32])[CH3:33])[CH2:34][CH3:35].[O:36]1[CH2:37][CH2:38][CH2:39][CH2:40]1.[c:1]1([S:7](=[O:8])(=[O:9])[CH2:10][CH2:11][NH2:12])[cH:2][cH:3][cH:4][cH:5][cH:6]1>>[c:1]1([S:7](=[O:8])(=[O:9])[CH2:10][CH2:11][NH:12][C:13](=[O:14])[N:30]([CH2:29][CH2:28][N:27]([CH2:25][CH3:26])[CH2:34][CH3:35])[CH:31]([CH3:32])[CH3:33])[cH:2][cH:3][cH:4][cH:5][cH:6]1. The reactants are C1(=CC=CC2=CC=CC=C12)OCCCC1=C(NC2=C(C=CC=C12)B1OC(C(O1)(C)C)(C)C)C(=O)OCC (ethyl 3-(3-(naphthalen-1-yloxy)propyl)-7-(4,4,5,5-tetramethyl-1,3,2-dioxaborolan-2-yl)-1H-indole-2-carboxylate), FC1=NC=C(C(=C1)I)C (2-fluoro-4-iodo-5-methylpyridine), [F-].[Cs+] (cesium fluoride). The reagents and catalysts are C=1C=CC(=CC1)[P](C=2C=CC=CC2)(C=3C=CC=CC3)[Pd]([P](C=4C=CC=CC4)(C=5C=CC=CC5)C=6C=CC=CC6)([P](C=7C=CC=CC7)(C=8C=CC=CC8)C=9C=CC=CC9)[P](C=1C=CC=CC1)(C=1C=CC=CC1)C=1C=CC=CC1 (tetrakis(triphenylphosphine)palladium). Solvent: C(OC)COC (dimethoxyethane), CO (methanol). Yields the product FC1=NC=C(C(=C1)C=1C=CC=C2C(=C(NC12)C(=O)OC)CCCOC1=CC=CC2=CC=CC=C12)C (methyl 7-(2-fluoro-5-methylpyridin-4-yl)-3-(3-(naphthalen-1-yloxy)propyl)-1H-indole-2-carboxylate). As a reaction SMILES: [C:1]1([O:11][CH2:12][CH2:13][CH2:14][C:15]2[C:23]3[C:18](=[C:19](B4OC(C)(C)C(C)(C)O4)[CH:20]=[CH:21][CH:22]=3)[NH:17][C:16]=2[C:33]([O:35][CH2:36]C)=[O:34])[C:10]2[C:5](=[CH:6][CH:7]=[CH:8][CH:9]=2)[CH:4]=[CH:3][CH:2]=1.[F:38][C:39]1[CH:44]=[C:43](I)[C:42]([CH3:46])=[CH:41][N:40]=1.[F-].[Cs+]>C(COC)OC.CO.C1C=CC([P]([Pd]([P](C2C=CC=CC=2)(C2C=CC=CC=2)C2C=CC=CC=2)([P](C2C=CC=CC=2)(C2C=CC=CC=2)C2C=CC=CC=2)[P](C2C=CC=CC=2)(C2C=CC=CC=2)C2C=CC=CC=2)(C2C=CC=CC=2)C2C=CC=CC=2)=CC=1>[F:38][C:39]1[CH:44]=[C:43]([C:19]2[CH:20]=[CH:21][CH:22]=[C:23]3[C:18]=2[NH:17][C:16]([C:33]([O:35][CH3:36])=[O:34])=[C:15]3[CH2:14][CH2:13][CH2:12][O:11][C:1]2[C:10]3[C:5](=[CH:6][CH:7]=[CH:8][CH:9]=3)[CH:4]=[CH:3][CH:2]=2)[C:42]([CH3:46])=[CH:41][N:40]=1 |f:2.3,^1:60,62,81,100|. Reported procedure: A mixture of EXAMPLE 43A (0.40 g), 2-fluoro-4-iodo-5-methylpyridine (0.209 g), tetrakis(triphenylphosphine)palladium (46 mg) and cesium fluoride (0.365 g) in dimethoxyethane (3 mL) and methanol (1.5 mL) was heated at 120° C. for 20 minutes under microwave conditions (CEM Discovery). After cooling to room temperature, the reaction mixture was loaded onto a silica gel cartridge. The cartridge was dried in vacuum oven for 1 hour and eluted with 1:4 ethyl acetate/hexanes to give the desired product.... Reactants: C([O-])(O)=O.[Na+] (sodium bicarbonate), N1=C(N=C(C=C1)S)S (pyrimidine-2,4-dithiol), Cl.C(CCCCCCC)SSC(N)=N (S-n-octylthioisothiourea hydrochloride). Solvent: O (water), CO (methanol). Product: C(CCCCCCC)SSC1=NC=CC(=N1)SSCCCCCCCC (2,4-bis(n-octyldithio) pyrimidine). Isolated yield 85.0%. RXN SMILES: C(=O)(O)[O-].[Na+].[N:6]1[CH:11]=[CH:10][C:9]([SH:12])=[N:8][C:7]=1[SH:13].Cl.[CH2:15]([S:23]SC(=N)N)[CH2:16][CH2:17][CH2:18][CH2:19][CH2:20][CH2:21][CH3:22]>O.CO>[CH2:15]([S:23][S:13][C:7]1[N:8]=[C:9]([S:12][S:23][CH2:15][CH2:16][CH2:17][CH2:18][CH2:19][CH2:20][CH2:21][CH3:22])[CH:10]=[CH:11][N:6]=1)[CH2:16][CH2:17][CH2:18][CH2:19][CH2:20][CH2:21][CH3:22] |f:0.1,3.4|. Procedure details: A solution of sodium bicarbonate (4.30 g; 0.05 mole) in water (60 ml) was added dropwise to a stirred suspension of pyrimidine-2,4-dithiol prepared as above (2.16 g, 0.015 mole) and S-n-octylthioisothiourea hydrochloride obtained in step (A) (7.695 g, 0.03 mole) in methanol (70 ml) at 60°-65° C. over 30 minutes. The mixture was stirred at room temperature for a further hour and then extracted into naphtha (3×50 ml). The organic extracts were washed with water, dried using anhydrous MgSO4 and eva... The reactants are [H-].[H-].[H-].[H-].[Li+].[Al+3] (LiAlH4), NC(CC(=O)O)C1=CC=CC=C1 (3-amino-3-phenylpropanoic acid), Na2SO4.10H2O. The solvent is CCOCC (ether), C1CCOC1 (THF). Run at temperature 0 celsius, time 24 hour. The product is NC(CCO)C1=CC=CC=C1 (3-Amino-3-phenylpropan-1-ol). As a reaction SMILES: [NH2:1][CH:2]([C:7]1[CH:12]=[CH:11][CH:10]=[CH:9][CH:8]=1)[CH2:3][C:4](O)=[O:5].[H-].[H-].[H-].[H-].[Li+].[Al+3]>C1COCC1.CCOCC>[NH2:1][CH:2]([C:7]1[CH:12]=[CH:11][CH:10]=[CH:9][CH:8]=1)[CH2:3][CH2:4][OH:5] |f:1.2.3.4.5.6|. Reported procedure: To a suspension of 3-amino-3-phenylpropanoic acid (2.0 g, 12.1 mmol) in dry THF (45 mL) cooled to 0° C. under N2 was added portionwise over 20 minutes solid LiAlH4 (920 mg, 24.2 mmol). Stirring was continued at room temperature for 24 h. after which time solid Na2SO4.10H2O was added with stirring until only a heavy white precipitate was present. The organic layer was diluted with ether and filtered through Celite® and the concentrated in vacuo. The residue was dissolved in ethyl acetate (50 mL) ... Reactants: BrCC(=O)C1=C(C2=C(C(OC2)=O)C=C1C)C (5-(bromoacetyl)-4,6-dimethyl-2-benzofuran-1(3H)-one), [Cl-].O[C@@H](C[NH+]1CCNCC1)C1=C(C2=C(C(OC2)=O)C=C1)C (1-[(2R)-2-hydroxy-2-(4-methyl-1-oxo-1,3-dihydro-2-benzofuran-5-yl)ethyl]piperazin-1-ium chloride). Solvent: C1CCOC1 (THF). Reaction conditions: temperature 50 celsius. Product: O[C@@H](CN1CCN(CC1)CC(=O)C1=C(C2=C(C(OC2)=O)C=C1C)C)C1=C(C2=C(C(OC2)=O)C=C1)C (5-({4-[(2R)-2-hydroxy-2-(4-methyl-1-oxo-1,3-dihydro-2-benzofuran-5-yl)ethyl]piperazin-1-yl}acetyl)-4,6-dimethyl-2-benzofuran-1(3H)-one). As a reaction SMILES: Br[CH2:2][C:3]([C:5]1[C:14]([CH3:15])=[CH:13][C:8]2[C:9](=[O:12])[O:10][CH2:11][C:7]=2[C:6]=1[CH3:16])=[O:4].[Cl-].[OH:18][C@H:19]([C:27]1[CH:36]=[CH:35][C:30]2[C:31](=[O:34])[O:32][CH2:33][C:29]=2[C:28]=1[CH3:37])[CH2:20][NH+:21]1[CH2:26][CH2:25][NH:24][CH2:23][CH2:22]1>C1COCC1>[OH:18][C@H:19]([C:27]1[CH:36]=[CH:35][C:30]2[C:31](=[O:34])[O:32][CH2:33][C:29]=2[C:28]=1[CH3:37])[CH2:20][N:21]1[CH2:26][CH2:25][N:24]([CH2:2][C:3]([C:5]2[C:14]([CH3:15])=[CH:13][C:8]3[C:9](=[O:12])[O:10][CH2:11][C:7]=3[C:6]=2[CH3:16])=[O:4])[CH2:23][CH2:22]1 |f:1.2|. Reported procedure: To a 5 ml microwave tube were added 5-(bromoacetyl)-4,6-dimethyl-2-benzofuran-1(3H)-one (0.220 g, 0.777 mmol), 1-[(2R)-2-hydroxy-2-(4-methyl-1-oxo-1,3-dihydro-2-benzofuran-5-yl)ethyl]piperazin-1-ium chloride (0.215 g, 0.777 mmol), and a stir bar; the mixture was dissolved in THF (2 mL). The tube was capped, degassed and purged with N2. The tube was then placed in an oil bath and heated at 50° C. for 12 h; LC indicated formation of the desired product. The solution was concentrated to dryness, di...